Dataset: the Open Reaction Database (ORD), a public repository of structured organic reaction records. Task: describe an organic reaction: reactants, conditions, products, and yield Product: CCOc1ncccc1C1=NC(c2ccc(Cl)cc2)C(c2ccc(Cl)cc2)N1C(=O)N1CCN(CCS(C)(=O)=O)CC1. Reaction SMILES: [CH3:34][S:35](=[O:36])(=[O:37])[CH2:38][CH2:39][N:40]1[CH2:41][CH2:42][NH:43][CH2:44][CH2:45]1.[Cl:1][c:2]1[cH:3][cH:4][c:5]([CH:8]2[N:9]=[C:10]([c:23]3[c:24]([O:29][CH2:30][CH3:31])[n:25][cH:26][cH:27][cH:28]3)[N:11]([C:20](=[O:21])[Cl:22])[CH:12]2[c:13]2[cH:14][cH:15][c:16]([Cl:19])[cH:17][cH:18]2)[cH:6][cH:7]1.[ClH:32].[ClH:33]>>[Cl:1][c:2]1[cH:3][cH:4][c:5]([CH:8]2[N:9]=[C:10]([c:23]3[c:24]([O:29][CH2:30][CH3:31])[n:25][cH:26][cH:27][cH:28]3)[N:11]([C:20](=[O:21])[N:43]3[CH2:42][CH2:41][N:40]([CH2:39][CH2:38][S:35]([CH3:34])(=[O:36])=[O:37])[CH2:45][CH2:44]3)[CH:12]2[c:13]2[cH:14][cH:15][c:16]([Cl:19])[cH:17][cH:18]2)[cH:6][cH:7]1. Starting materials: CS(=O)(=O)CCN1CCNCC1, CCOc1ncccc1C1=NC(c2ccc(Cl)cc2)C(c2ccc(Cl)cc2)N1C(=O)Cl, Cl, Cl. Starting materials: CCOC(=O)C (EtOAc), C[Sn](C=1C=CC2=C(OC3=C2C=CC(=C3)CO[Si](C)(C)C(C)(C)C)C1)(C)C (3-(Trimethylstannyl)-7-(t-butyldimethylsilyloxymethyl)dibenzofuran), solution, [F-].C(CCC)[N+](CCCC)(CCCC)CCCC (tetrabutylammonium fluoride), [Cl-].[NH4+] (ammonium chloride). Run in hexanes, C1CCOC1 (THF), C1CCOC1 (THF). Run at time 30 minute. Yields the product C[Sn](C=1C=CC2=C(OC3=C2C=CC(=C3)CO)C1)(C)C (3-(Trimethylstannyl)-7-(hydroxymethyl)dibenzofuran). Yield: 71.0%. Reaction SMILES: [CH3:1][Sn:2]([CH3:26])([CH3:25])[C:3]1[CH:4]=[CH:5][C:6]2[C:10]3[CH:11]=[CH:12][C:13]([CH2:15][O:16][Si](C(C)(C)C)(C)C)=[CH:14][C:9]=3[O:8][C:7]=2[CH:24]=1.[F-].C([N+](CCCC)(CCCC)CCCC)CCC.[Cl-].[NH4+].CCOC(C)=O>C1COCC1>[CH3:1][Sn:2]([CH3:26])([CH3:25])[C:3]1[CH:4]=[CH:5][C:6]2[C:10]3[CH:11]=[CH:12][C:13]([CH2:15][OH:16])=[CH:14][C:9]=3[O:8][C:7]=2[CH:24]=1 |f:1.2,3.4|. Reported procedure: To a solution of the dibenzofuran 316 (339 mg, 0.71 mmol) in anhydrous THF (7 mL) at 0° C. under a nitrogen atmosphere was added dropwise a 1M solution of tetrabutylammonium fluoride in THF (0.92 mL, 0.92 mmol). The reaction solution was stirred for 30 min., then saturated ammonium chloride was added. The mixture was then extracted with EtOAc and the organic solution was washed with brine. The organic solution was then dried with magnesium sulfate and then filtered and concentrated under vacuum.... Procedure: U.S. Pat. No. 2,088,018 describes the preparation of secondary alcohols by simple aldol condensation of aldehydes, namely 2-ethylhexaldehyde and butyraldehyde, onto ketones, namely methyl ethyl ketone, methyl amyl ketone, methyl isobutyl ketone, butylideneacetone, dipropyl ketone and methylheptanone, and the subsequent hydrogenation of the condensation products to give the saturated secondary alcohol. The aldol condensation of 2-ethylhexaldehyde onto methyl ethyl ketone and the hydrogenation of ... The solvent is C(C(C)C)C(=O)C (methyl isobutyl ketone). Reaction SMILES: [CH2:1]([CH:3]([CH2:6][CH2:7][CH2:8][CH3:9])[CH:4]=[O:5])[CH3:2].[CH:10](=[O:14])[CH2:11][CH2:12][CH3:13].[CH2:15]([C:17]([CH3:19])=[O:18])[CH3:16]>C(C(C)=O)C(C)C>[CH2:3]([C:4]([CH3:10])=[O:5])[CH2:6][CH2:7][CH2:8][CH3:9].[CH:16](=[CH:15][C:17](=[O:18])[CH3:19])[CH2:2][CH2:1][CH3:3].[CH2:11]([C:10]([CH2:2][CH2:1][CH3:3])=[O:14])[CH2:12][CH3:13].[CH3:10][CH2:11][C:4](=[O:5])[CH2:3][CH2:6][CH2:7][CH2:8][CH3:9]. The reactants are secondary alcohols, aldehydes, C(C)C(C=O)CCCC (2-ethylhexaldehyde), C(CCC)=O (butyraldehyde), C(C)C(=O)C (methyl ethyl ketone). The product is C(CCCC)C(=O)C (methyl amyl ketone), C(CCC)=CC(C)=O (butylideneacetone), C(CC)C(=O)CCC (dipropyl ketone), CCC(CCCCC)=O (methylheptanone), saturated secondary alcohol. Starting materials: C(CCC)[Sn](CCCC)(CCCC)Cl (tributyltin chloride), C(C)(C)[N-]C(C)C.[Li+] (lithium diisopropylamide), O1CCCC1 (tetrahydrofuran), FC1=NC=CC=C1 (2-fluoropyridine). Solvent: CCCCCC (hexane). Run at temperature -70 celsius, time 1.5 hour. Yields the product FC1=NC=CC=C1[Sn](CCCC)(CCCC)CCCC (2-fluoro-3-tributylstannylpyridine). Reaction SMILES: C([N-]C(C)C)(C)C.[Li+].O1CCCC1.[F:14][C:15]1[CH:20]=[CH:19][CH:18]=[CH:17][N:16]=1.[CH2:21]([Sn:25](Cl)([CH2:30][CH2:31][CH2:32][CH3:33])[CH2:26][CH2:27][CH2:28][CH3:29])[CH2:22][CH2:23][CH3:24]>CCCCCC>[F:14][C:15]1[C:20]([Sn:25]([CH2:26][CH2:27][CH2:28][CH3:29])([CH2:30][CH2:31][CH2:32][CH3:33])[CH2:21][CH2:22][CH2:23][CH3:24])=[CH:19][CH:18]=[CH:17][N:16]=1 |f:0.1|. Procedure: To a mixture of lithium diisopropylamide (1.5M in cyclohexane, 43 mL) and tetrahydrofuran (60 mL) cooled to -70° C. was added 2-fluoropyridine (6.0 mL) at such a rate that the temperature remained below -70° C. After 1.5 hours, tributyltin chloride (15 mL) was added, and the mixture was allowed to warm to room temperature. The mixture was diluted with hexane, washed with water, dried, filtered, and evaporated. Chromatography of the residue over silica gel (cyclohexane/ethyl acetate 98/2) gave 2-...